Dataset: the Open Reaction Database (ORD), a public repository of structured organic reaction records. Task: describe an organic reaction: reactants, conditions, products, and yield Reactants: O=C([O-])O, Clc1cccnc1Cl, NCCO, [Na+]. Product: OCCNc1ncccc1Cl. As a reaction SMILES: [C:13](=[O:14])([OH:15])[O-:16].[Cl:1][c:2]1[n:3][cH:4][cH:5][cH:6][c:7]1[Cl:8].[NH2:9][CH2:10][CH2:11][OH:12].[Na+:17]>>[c:2]1([NH:9][CH2:10][CH2:11][OH:12])[n:3][cH:4][cH:5][cH:6][c:7]1[Cl:8]. The reactants are CCOC(=O)C(O)Cc1ccc(OCc2ccccc2)cc1, Cc1ccccc1, Oc1ccc(F)cc1, CCOC(=O)N=NC(=O)OCC, c1ccc(P(c2ccccc2)c2ccccc2)cc1. The product is CCOC(=O)C(Cc1ccc(OCc2ccccc2)cc1)Oc1ccc(F)cc1. Reaction SMILES: [CH2:13]([c:14]1[cH:15][cH:16][cH:17][cH:18][cH:19]1)[O:20][c:21]1[cH:22][cH:23][c:24]([CH2:27][CH:28]([C:29](=[O:30])[O:31][CH2:32][CH3:33])[OH:34])[cH:25][cH:26]1.[CH3:62][c:63]1[cH:64][cH:65][cH:66][cH:67][cH:68]1.[F:35][c:36]1[cH:37][cH:38][c:39]([OH:42])[cH:40][cH:41]1.[O:1]=[C:2]([O:3][CH2:4][CH3:5])[N:6]=[N:7][C:8]([O:9][CH2:10][CH3:11])=[O:12].[c:43]1([P:44]([c:45]2[cH:46][cH:47][cH:48][cH:49][cH:50]2)[c:51]2[cH:52][cH:53][cH:54][cH:55][cH:56]2)[cH:57][cH:58][cH:59][cH:60][cH:61]1>>[CH2:13]([c:14]1[cH:15][cH:16][cH:17][cH:18][cH:19]1)[O:20][c:21]1[cH:22][cH:23][c:24]([CH2:27][CH:28]([C:29](=[O:30])[O:31][CH2:32][CH3:33])[O:34][c:39]2[cH:38][cH:37][c:36]([F:35])[cH:41][cH:40]2)[cH:25][cH:26]1. Starting materials: Cn1ccccc1=S, CCO, Fc1ccccc1CCl. Yields the product [Cl-], C[n+]1ccccc1SCc1ccccc1F. Reaction SMILES: [CH3:10][n:11]1[c:12](=[S:17])[cH:13][cH:14][cH:15][cH:16]1.[CH3:18][CH2:19][OH:20].[F:1][c:2]1[c:3]([CH2:4][Cl:5])[cH:6][cH:7][cH:8][cH:9]1>>[Cl-:5].[F:1][c:2]1[c:3]([CH2:4][S:17][c:12]2[n+:11]([CH3:10])[cH:16][cH:15][cH:14][cH:13]2)[cH:6][cH:7][cH:8][cH:9]1. Reactants: CC(C)(C)OC(=O)NC(CN)c1ccccc1, O=C([O-])[O-], Cc1ccccc1, [Cs+], [Cs+], O=[N+]([O-])c1ccccc1I. The product is CC(C)(C)OC(=O)NC(CNc1ccccc1[N+](=O)[O-])c1ccccc1. RXN SMILES: [C:1]([CH3:2])([CH3:3])([CH3:4])[O:5][C:6]([NH:7][CH:8]([CH2:9][NH2:10])[c:11]1[cH:12][cH:13][cH:14][cH:15][cH:16]1)=[O:17].[C:28](=[O:29])([O-:30])[O-:31].[CH3:34][c:35]1[cH:36][cH:37][cH:38][cH:39][cH:40]1.[Cs+:32].[Cs+:33].[N+:18](=[O:19])([O-:20])[c:21]1[c:22]([I:27])[cH:23][cH:24][cH:25][cH:26]1>>[C:1]([CH3:2])([CH3:3])([CH3:4])[O:5][C:6]([NH:7][CH:8]([CH2:9][NH:10][c:22]1[c:21]([N+:18](=[O:19])[O-:20])[cH:26][cH:25][cH:24][cH:23]1)[c:11]1[cH:12][cH:13][cH:14][cH:15][cH:16]1)=[O:17]. Starting materials: O=Cc1ccc(C(=O)O)cc1, [Li]CCCC, C1CCOC1, C#Cc1ccc2c(c1)C(C)(C)CCS2, O. The product is CC1(C)CCSc2ccc(C#CC(O)c3ccc(C(=O)O)cc3)cc21. Reaction SMILES: [C:20](=[O:21])([OH:22])[c:23]1[cH:24][cH:25][c:26]([CH:27]=[O:28])[cH:29][cH:30]1.[CH2:15]([Li:16])[CH2:17][CH2:18][CH3:19].[CH2:32]1[O:33][CH2:34][CH2:35][CH2:36]1.[CH3:1][C:2]1([CH3:14])[CH2:3][CH2:4][S:5][c:6]2[cH:7][cH:8][c:9]([C:12]#[CH:13])[cH:10][c:11]21.[OH2:31]>>[CH3:1][C:2]1([CH3:14])[CH2:3][CH2:4][S:5][c:6]2[cH:7][cH:8][c:9]([C:12]#[C:13][CH:27]([c:26]3[cH:25][cH:24][c:23]([C:20](=[O:21])[OH:22])[cH:30][cH:29]3)[OH:28])[cH:10][c:11]21.